This data is from the Open Reaction Database (ORD), a public repository of structured organic reaction records. The task is: describe an organic reaction: reactants, conditions, products, and yield The reactants are CC(=O)O[BH-](OC(C)=O)OC(C)=O, O=C([O-])O, CC(=O)O, CC(C)c1ccc2c(ccc(=O)n2CC=O)c1, ClC(Cl)Cl, [Na+], [Na+], CC(C)(C)OC(=O)N(Cc1ccc2c(c1)OCCO2)C1CCNCC1. Yields the product CC(C)c1ccc2c(ccc(=O)n2CCN2CCC(N(Cc3ccc4c(c3)OCCO4)C(=O)OC(C)(C)C)CC2)c1. Reaction SMILES: [C:43]([O:44][BH-:45]([O:46][C:47](=[O:48])[CH3:49])[O:50][C:51](=[O:52])[CH3:53])(=[O:54])[CH3:55].[C:57](=[O:58])([O-:59])[OH:60].[CH3:62][C:63](=[O:64])[OH:65].[CH:26]([CH3:27])([CH3:28])[c:29]1[cH:30][c:31]2[cH:32][cH:33][c:34](=[O:42])[n:35]([CH2:39][CH:40]=[O:41])[c:36]2[cH:37][cH:38]1.[CH:66]([Cl:67])([Cl:68])[Cl:69].[Na+:56].[Na+:61].[O:1]1[CH2:2][CH2:3][O:4][c:5]2[c:6]1[cH:7][cH:8][c:9]([CH2:11][N:12]([C:13]([O:14][C:15]([CH3:16])([CH3:17])[CH3:18])=[O:19])[CH:20]1[CH2:21][CH2:22][NH:23][CH2:24][CH2:25]1)[cH:10]2>>[O:1]1[CH2:2][CH2:3][O:4][c:5]2[c:6]1[cH:7][cH:8][c:9]([CH2:11][N:12]([C:13]([O:14][C:15]([CH3:16])([CH3:17])[CH3:18])=[O:19])[CH:20]1[CH2:21][CH2:22][N:23]([CH2:40][CH2:39][n:35]3[c:34](=[O:42])[cH:33][cH:32][c:31]4[cH:30][c:29]([CH:26]([CH3:27])[CH3:28])[cH:38][cH:37][c:36]43)[CH2:24][CH2:25]1)[cH:10]2. The reactants are O=C([O-])[O-], CC(C)(C)OC(=O)NCCS, CCO, ClCC1CO1, [K+], [K+]. The product is CC(C)(C)OC(=O)NCCSCC(O)CCl. As a reaction SMILES: [C:17](=[O:18])([O-:19])[O-:20].[C:1]([CH3:2])([CH3:3])([CH3:4])[O:5][C:6](=[O:7])[NH:8][CH2:9][CH2:10][SH:11].[CH3:23][CH2:24][OH:25].[Cl:12][CH2:13][CH:14]1[CH2:15][O:16]1.[K+:21].[K+:22]>>[C:1]([CH3:2])([CH3:3])([CH3:4])[O:5][C:6](=[O:7])[NH:8][CH2:9][CH2:10][S:11][CH2:15][CH:14]([CH2:13][Cl:12])[OH:16]. Reactants: ClC1=C(C=C(C(=O)Cl)C=C1)[N+](=O)[O-] (4-chloro-3-nitrobenzoyl chloride), BrC1=CN=C(S1)N (5-Bromo-thiazol-2-ylamine). The product is BrC1=CN=C(S1)NC(C1=CC(=C(C=C1)Cl)[N+](=O)[O-])=O (N-(5-Bromo-thiazol-2-yl)-4-chloro-3-nitro-benzamide). As a reaction SMILES: [Cl:1][C:2]1[CH:10]=[CH:9][C:5]([C:6](Cl)=[O:7])=[CH:4][C:3]=1[N+:11]([O-:13])=[O:12].[Br:14][C:15]1[S:19][C:18]([NH2:20])=[N:17][CH:16]=1>>[Br:14][C:15]1[S:19][C:18]([NH:20][C:6](=[O:7])[C:5]2[CH:9]=[CH:10][C:2]([Cl:1])=[C:3]([N+:11]([O-:13])=[O:12])[CH:4]=2)=[N:17][CH:16]=1. Procedure details: A mixture of 4-chloro-3-nitrobenzoyl chloride was reacted with 5-Bromo-thiazol-2-ylamine to produce N-(5-Bromo-thiazol-2-yl)-4-chloro-3-nitro-benzamide according to the procedure of Example 10A, which was treated sequentially using the procedures from Examples 10B and 10C to provide the title product. Starting materials: ClC1=C(C(=C2NC(C(NC2=C1)=O)=O)[N+](=O)[O-])F (7-chloro-6-fluoro-5-nitro-1,4-dihydroquinoxaline-2,3-dione), C[O-].[Na+] (sodium methoxide). The product is ClC=1C(=C(C2=NC(C(N=C2C1)=O)=O)[N+](=O)[O-])OC (7-chloro-6-methoxy-5-nitroquinoxaline-2,3-dione). As a reaction SMILES: [Cl:1][C:2]1[CH:11]=[C:10]2[C:5]([NH:6][C:7](=[O:13])[C:8](=[O:12])[NH:9]2)=[C:4]([N+:14]([O-:16])=[O:15])[C:3]=1F.[CH3:18][O-:19].[Na+]>>[Cl:1][C:2]1[C:3]([O:19][CH3:18])=[C:4]([N+:14]([O-:16])=[O:15])[C:5]2[C:10]([CH:11]=1)=[N:9][C:8](=[O:12])[C:7](=[O:13])[N:6]=2 |f:1.2|. Procedure details: Similarly, the reaction of 7-chloro-6-fluoro-5-nitro-1,4-dihydroquinoxaline-2,3-dione with sodium methoxide gave 7-chloro-6-methoxy-5-nitroquinoxaline-2,3-dione, and with ethanethiol gave 7-chloro-6-ethylthio-5-nitroquinoxaline-2,3-dione.